Dataset: the Open Reaction Database (ORD), a public repository of structured organic reaction records. Task: describe an organic reaction: reactants, conditions, products, and yield The reactants are CC(C)C[Al+]CC(C)C, Cc1ccccc1, COCOC1CC2=CC(=O)OCC2C2OC(C)(C)OC12, CCOCC, CCOC(C)=O, [H-], [Na+], [Na+], O=S(=O)([O-])[O-]. Product: COCOC1CC2=CC(O)OCC2C2OC(C)(C)OC12. RXN SMILES: [CH2:2]([Al+:3][CH2:4][CH:5]([CH3:6])[CH3:7])[CH:8]([CH3:9])[CH3:10].[CH3:11][c:12]1[cH:13][cH:14][cH:15][cH:16][cH:17]1.[CH3:18][C:19]1([CH3:37])[O:20][CH:21]2[CH:22]([CH:23]3[C:24](=[CH:25][C:26](=[O:29])[O:27][CH2:28]3)[CH2:30][CH:31]2[O:32][CH2:33][O:34][CH3:35])[O:36]1.[CH3:45][CH2:46][O:47][CH2:48][CH3:49].[CH3:50][CH2:51][O:52][C:53](=[O:54])[CH3:55].[H-:1].[Na+:38].[Na+:39].[O-:40][S:41](=[O:42])(=[O:43])[O-:44]>>[CH3:18][C:19]1([CH3:37])[O:20][CH:21]2[CH:22]([CH:23]3[C:24](=[CH:25][CH:26]([OH:29])[O:27][CH2:28]3)[CH2:30][CH:31]2[O:32][CH2:33][O:34][CH3:35])[O:36]1. The reactants are C(=O)(OC(C)(C)C)NCCN (Mono-N-Boc-ethylenediamine), CN1C=NC(=C1)S(=O)(=O)Cl (1-methyl-1H-imidazole-4-sulfonyl chloride), S(=O)(=O)(Cl)Cl (sulfonyl chloride), amine, CCN(C(C)C)C(C)C (DIPEA). Run in CC#N (CH3CN). Reaction conditions: time 16 hour. Product: C(C)(C)(C)OC(=O)NCCNS(=O)(=O)C=1N=CN(C1)C (N-(2-tert-Butoxycarbonylaminoethyl) 1-methyl-1H-imidazole-4-sulfonamide). Isolated yield 94.8%. Reaction SMILES: [C:1]([NH:8][CH2:9][CH2:10][NH2:11])([O:3][C:4]([CH3:7])([CH3:6])[CH3:5])=[O:2].[CH3:12][N:13]1[CH:17]=[C:16]([S:18](Cl)(=[O:20])=[O:19])[N:15]=[CH:14]1.S(Cl)(Cl)(=O)=O.CCN(C(C)C)C(C)C>CC#N>[C:4]([O:3][C:1]([NH:8][CH2:9][CH2:10][NH:11][S:18]([C:16]1[N:15]=[CH:14][N:13]([CH3:12])[CH:17]=1)(=[O:20])=[O:19])=[O:2])([CH3:5])([CH3:6])[CH3:7]. Procedure: Mono-N-Boc-ethylenediamine (5; 5 g, 31.2 mmol, 1 eq) was sulfonylated with 1-methyl-1H-imidazole-4-sulfonyl chloride (6.76 g, 37.4 mmol, 1.2 eq). The appropriate sulfonyl chloride (1.2 equiv) was added to a solution of the amine (1 equiv) and DIPEA (2 equiv) in anhydrous CH3CN (0.1 M) at 0° C. The reaction was warmed to room temperature and stirred for 16 h, at which time the solvent was evaporated. The residue was re-dissolved in CH2Cl2, washed with 5% NaHCO3, water, brine, dried (Na2SO4), filt... The reactants are COC(=O)c1cccc(Br)c1, O=C([O-])[O-], CC1(C)c2cccc(P(c3ccccc3)c3ccccc3)c2Oc2c(P(c3ccccc3)c3ccccc3)cccc21, [Cs+], [Cs+], O=C(C=Cc1ccccc1)C=Cc1ccccc1, O=C1NCCO1, C1COCCO1, O=C(C=Cc1ccccc1)C=Cc1ccccc1, O=C(C=Cc1ccccc1)C=Cc1ccccc1, [Pd], [Pd]. Product: COC(=O)c1cccc(N2CCOC2=O)c1. Reaction SMILES: [Br:1][c:2]1[cH:3][c:4]([C:5](=[O:6])[O:7][CH3:8])[cH:9][cH:10][cH:11]1.[C:12](=[O:13])([O-:14])[O-:15].[CH3:24][C:25]1([CH3:26])[c:27]2[cH:28][cH:29][cH:30][c:31]([P:32]([c:33]3[cH:34][cH:35][cH:36][cH:37][cH:38]3)[c:39]3[cH:40][cH:41][cH:42][cH:43][cH:44]3)[c:45]2[O:46][c:47]2[c:48]1[cH:49][cH:50][cH:51][c:52]2[P:53]([c:54]1[cH:55][cH:56][cH:57][cH:58][cH:59]1)[c:60]1[cH:61][cH:62][cH:63][cH:64][cH:65]1.[Cs+:16].[Cs+:17].[O:110]=[C:111]([CH:112]=[CH:113][c:114]1[cH:115][cH:116][cH:117][cH:118][cH:119]1)[CH:120]=[CH:121][c:122]1[cH:123][cH:124][cH:125][cH:126][cH:127]1.[O:18]1[C:19](=[O:23])[NH:20][CH2:21][CH2:22]1.[O:66]1[CH2:67][CH2:68][O:69][CH2:70][CH2:71]1.[O:74]=[C:75]([CH:76]=[CH:77][c:78]1[cH:79][cH:80][cH:81][cH:82][cH:83]1)[CH:84]=[CH:85][c:86]1[cH:87][cH:88][cH:89][cH:90][cH:91]1.[O:92]=[C:93]([CH:94]=[CH:95][c:96]1[cH:97][cH:98][cH:99][cH:100][cH:101]1)[CH:102]=[CH:103][c:104]1[cH:105][cH:106][cH:107][cH:108][cH:109]1.[Pd:72].[Pd:73]>>[c:2]1([N:20]2[C:19](=[O:23])[O:18][CH2:22][CH2:21]2)[cH:3][c:4]([C:5](=[O:6])[O:7][CH3:8])[cH:9][cH:10][cH:11]1. Reactants: solid, C[O-].[Na+] (sodium methoxide), CON=C(C(=O)NC)C1=C(C=CC=C1)C(C)ON=CC(CC(=C)C)=NOC (2-methoxyimino-2-[2-(2-methoxyimino-1,4-dimethyl-pent-4-enylideneaminooxymethyl)phenyl]-N-methylacetamide). Solvent: CN(C)C=O (DMF), CN(C)C=O (DMF). Run at temperature 30 celsius, time 12 hour. Yields the product CON=C(C(=O)NC)C1=C(C=CC=C1)C(C)ON=CC(C=C(C)C)=NOC (2-methoxyimino-2-[2-(2-methoxyimino-1,4-dimethyl-pent-3-enylideneaminooxymethyl)phenyl]-N-methyl acetamide). Yield: 90.0%. As a reaction SMILES: C[O-].[Na+].[CH3:4][O:5][N:6]=[C:7]([C:12]1[CH:17]=[CH:16][CH:15]=[CH:14][C:13]=1[CH:18]([O:20][N:21]=[CH:22][C:23](=[N:28][O:29][CH3:30])[CH2:24][C:25]([CH3:27])=[CH2:26])[CH3:19])[C:8]([NH:10][CH3:11])=[O:9]>CN(C=O)C>[CH3:4][O:5][N:6]=[C:7]([C:12]1[CH:17]=[CH:16][CH:15]=[CH:14][C:13]=1[CH:18]([O:20][N:21]=[CH:22][C:23](=[N:28][O:29][CH3:30])[CH:24]=[C:25]([CH3:26])[CH3:27])[CH3:19])[C:8]([NH:10][CH3:11])=[O:9] |f:0.1|. Procedure: 34.7 g of solid sodium methoxide in 250 ml of DMF were stirred at 23° C. for 3 hours and 120 g of the amide from Example 6 in 250 ml of DMF were then added dropwise (temperature increase to up to 30° C.). The mixture was subsequently stirred at 23° C. for 12 hours and then worked-up as in Example 6. This gave 108 g of the title compound as a colorless solid which, according to NMR, GC and HPLC analysis, contains approximately 10% of the starting material (Example 6). The reactants are ClC1=CC(=NC=N1)C(=O)Cl (6-chloropyrimidine-4-carboxylic acid chloride), ice water, CC1=CC=CC2=C1NC(S2)=O (4-methyl-3H-benzothiazol-2-one), [Cl-].[Cl-].[Cl-].[Al+3] (aluminium trichloride). Run in CCOC(=O)C (EtOAc). Run at temperature 130 celsius. Product: ClC1=CC(=NC=N1)C(=O)C1=CC2=C(NC(S2)=O)C(=C1)C (6-(6-chloro-pyrimidine-4-carbonyl)-4-methyl-3H-benzothiazol-2-one). RXN SMILES: [Cl:1][C:2]1[N:7]=[CH:6][N:5]=[C:4]([C:8](Cl)=[O:9])[CH:3]=1.[CH3:11][C:12]1[C:17]2[NH:18][C:19](=[O:21])[S:20][C:16]=2[CH:15]=[CH:14][CH:13]=1.[Cl-].[Cl-].[Cl-].[Al+3]>CCOC(C)=O>[Cl:1][C:2]1[N:7]=[CH:6][N:5]=[C:4]([C:8]([C:14]2[CH:13]=[C:12]([CH3:11])[C:17]3[NH:18][C:19](=[O:21])[S:20][C:16]=3[CH:15]=2)=[O:9])[CH:3]=1 |f:2.3.4.5|. Reported procedure: 1.93 g (10.0 mmol) 6-chloropyrimidine-4-carboxylic acid chloride, 1.80 g (10.9 mmol) 4-methyl-3H-benzothiazol-2-one and 7.33 g (55.0 mmol) aluminium trichloride were combined and heated to 130° C. for 3 h with stirring. The mixture was combined with ice water and EtOAc, the flakes formed were suction filtered and the phases were separated. The aqueous phase was extracted with EtOAc. The organic phases were combined, dried on sodium sulphate, filtered and the filtrate was evaporated down i. vac. ... Starting materials: C(C#CC)(=O)O (butynoic acid), ClC(=O)OCC(C)C (isobutyl chloroformate), NC=1C=C2C(=C(C=NC2=CN1)C#N)NC1=CC(=CC=C1)Br (6-amino-4-(3-bromo-phenylamino)-[1.7]naphthyridine-3-carbonitrile), C(C#CC)(=O)Cl (butynoyl chloride). The solvent is O1CCCC1 (tetrahydrofuran), N1=CC=CC=C1 (pyridine). Conditions: time 3 day. The product is BrC=1C=C(C=CC1)NC1=C(C=NC2=CN=C(C=C12)NC(C#CC)=O)C#N (but-2-ynoic acid, [4-(3-bromo-phenylamino)-3-cyano-[1.7]naphthyridin-6-yl]-amide). The yield is 8.4%. Reaction SMILES: [C:1]([OH:6])(=O)[C:2]#[C:3][CH3:4].ClC(OCC(C)C)=O.[NH2:15][C:16]1[CH:17]=[C:18]2[C:23](=[CH:24][N:25]=1)[N:22]=[CH:21][C:20]([C:26]#[N:27])=[C:19]2[NH:28][C:29]1[CH:34]=[CH:33][CH:32]=[C:31]([Br:35])[CH:30]=1.C(Cl)(=O)C#CC>O1CCCC1.N1C=CC=CC=1>[Br:35][C:31]1[CH:30]=[C:29]([NH:28][C:19]2[C:18]3[C:23](=[CH:24][N:25]=[C:16]([NH:15][C:1](=[O:6])[C:2]#[C:3][CH3:4])[CH:17]=3)[N:22]=[CH:21][C:20]=2[C:26]#[N:27])[CH:34]=[CH:33][CH:32]=1. Procedure details: To 100 mg of butynoic acid in 5 mL of anhydrous tetrahydrofuran under an inert atmosphere at 0° C. was added 0.23 mL on N-methyl morpholine and 0.15 mL of isobutyl chloroformate. This solution was then added to 150 mg of 6-amino-4-(3-bromo-phenylamino)-[1.7]naphthyridine-3-carbonitrile in 3 mL of pyridine at 0° C. After standing at 0° C. for three days, a second portion of butynoyl chloride was added. After an additional 8 hours the reaction was stripped of solvents on a rotary evaporator and th... Reactants: ClC1=C(C#N)C=CC(=C1C)N[C@H]([C@H](C)O)C=1OC(=NN1)C1=CC=CC=C1 (2-chloro-4-((1R,2S)-2-hydroxy-1-(5-phenyl-1,3,4-oxadiazol-2-yl)propylamino)-3-methylbenzonitrile), C(C1=CC=CC=C1)(=O)Cl (benzoyl chloride). The solvent is N1=CC=CC=C1 (pyridine), C(Cl)Cl (CH2Cl2). Run at time 60 hour. Product: C(C1=CC=CC=C1)(=O)O[C@H]([C@H](C=1OC(=NN1)C1=CC=CC=C1)NC1=C(C(=C(C=C1)C#N)Cl)C)C ((1R,2S)-1-(3-Chloro-4-cyano-2-methylphenylamino)-1-(5-phenyl-1,3,4-oxadiazol-2-yl)propan-2-yl benzoate). Isolated yield 88.1%. As a reaction SMILES: [Cl:1][C:2]1[C:9]([CH3:10])=[C:8]([NH:11][C@@H:12]([C:16]2[O:17][C:18]([C:21]3[CH:26]=[CH:25][CH:24]=[CH:23][CH:22]=3)=[N:19][N:20]=2)[C@@H:13]([OH:15])[CH3:14])[CH:7]=[CH:6][C:3]=1[C:4]#[N:5].[C:27](Cl)(=[O:34])[C:28]1[CH:33]=[CH:32][CH:31]=[CH:30][CH:29]=1>N1C=CC=CC=1.C(Cl)Cl>[C:27]([O:15][C@@H:13]([CH3:14])[C@@H:12]([NH:11][C:8]1[CH:7]=[CH:6][C:3]([C:4]#[N:5])=[C:2]([Cl:1])[C:9]=1[CH3:10])[C:16]1[O:17][C:18]([C:21]2[CH:26]=[CH:25][CH:24]=[CH:23][CH:22]=2)=[N:19][N:20]=1)(=[O:34])[C:28]1[CH:33]=[CH:32][CH:31]=[CH:30][CH:29]=1. Procedure details: To a solution of 2-chloro-4-((1R,2S)-2-hydroxy-1-(5-phenyl-1,3,4-oxadiazol-2-yl)propylamino)-3-methylbenzonitrile (200 mg, 0.54 mmol) in pyridine (1.0 mL) and CH2Cl2 (7.0 mL) was added benzoyl chloride (94 μL, 0.81 mmol). Upon complete addition the reaction mixture was stirred for 60 h, then quenched with 10% aqueous HCl (15 mL). The mixture was partitioned between H2O (35 mL) and CH2Cl2 (40 mL). The aqueous layer was extracted with CH2Cl2 (35 mL). The combined organic extracts were washed with ... Starting materials: [Br-], C1CCOC1, COC(=O)c1ccnc(Cl)c1, Cl, Fc1cccc(F)c1C[Zn+], c1ccc(P(c2ccccc2)(c2ccccc2)[Pd](P(c2ccccc2)(c2ccccc2)c2ccccc2)(P(c2ccccc2)(c2ccccc2)c2ccccc2)P(c2ccccc2)(c2ccccc2)c2ccccc2)cc1. Yields the product COC(=O)c1ccnc(Cc2c(F)cccc2F)c1. Reaction SMILES: [Br-:12].[CH2:24]1[O:25][CH2:26][CH2:27][CH2:28]1.[Cl:1][c:2]1[cH:3][c:4]([C:5](=[O:6])[O:7][CH3:8])[cH:9][cH:10][n:11]1.[ClH:23].[F:13][c:14]1[c:15]([CH2:16][Zn+:17])[c:18]([F:22])[cH:19][cH:20][cH:21]1.[cH:29]1[cH:30][cH:31][c:32]([P:33]([Pd:34]([P:35]([c:36]2[cH:37][cH:38][cH:39][cH:40][cH:41]2)([c:42]2[cH:43][cH:44][cH:45][cH:46][cH:47]2)[c:48]2[cH:49][cH:50][cH:51][cH:52][cH:53]2)([P:54]([c:55]2[cH:56][cH:57][cH:58][cH:59][cH:60]2)([c:61]2[cH:62][cH:63][cH:64][cH:65][cH:66]2)[c:67]2[cH:68][cH:69][cH:70][cH:71][cH:72]2)[P:73]([c:74]2[cH:75][cH:76][cH:77][cH:78][cH:79]2)([c:80]2[cH:81][cH:82][cH:83][cH:84][cH:85]2)[c:86]2[cH:87][cH:88][cH:89][cH:90][cH:91]2)([c:92]2[cH:93][cH:94][cH:95][cH:96][cH:97]2)[c:98]2[cH:99][cH:100][cH:101][cH:102][cH:103]2)[cH:104][cH:105]1>>[c:2]1([CH2:16][c:15]2[c:14]([F:13])[cH:21][cH:20][cH:19][c:18]2[F:22])[cH:3][c:4]([C:5](=[O:6])[O:7][CH3:8])[cH:9][cH:10][n:11]1. Starting materials: OC1=CC=C(C(=O)O)C=C1 (4-hydroxybenzoic acid), Cl.Cl.C(C)OC=1C=C(CN2N=CC=3C2=NC=NC3N3CCNCC3)C=CC1 (1-(3-ethoxybenzyl)-4-piperazin-1-yl-1H-pyrazolo[3,4-d]pyrimidine dihydrochloride), ON1N=NC2=C1C=CC=C2 (1-hydroxybenzotriazole), Cl.C(C)N=C=NCCCN(C)C (1-ethyl-3-(3-dimethylaminopropyl)carbodiimide hydrochloride), C(O)([O-])=O.[Na+] (sodium hydrogencarbonate). Solvent: C(C)N(CC)CC (triethylamine), C(Cl)Cl (methylene chloride), C(Cl)(Cl)Cl (chloroform). Conditions: time 17 hour. Product: C(C)OC=1C=C(CN2N=CC=3C2=NC=NC3N3CCN(CC3)C(C3=CC=C(C=C3)O)=O)C=CC1 (1-(3-ethoxybenzyl)-4-[4-(4-hydroxybenzoyl)piperazin-1-yl]-1H-pyrazolo[3,4-d]pyrimidine). Isolated yield 80.2%. RXN SMILES: [OH:1][C:2]1[CH:10]=[CH:9][C:5]([C:6]([OH:8])=O)=[CH:4][CH:3]=1.Cl.Cl.[CH2:13]([O:15][C:16]1[CH:17]=[C:18]([CH:35]=[CH:36][CH:37]=1)[CH2:19][N:20]1[C:24]2=[N:25][CH:26]=[N:27][C:28]([N:29]3[CH2:34][CH2:33][NH:32][CH2:31][CH2:30]3)=[C:23]2[CH:22]=[N:21]1)[CH3:14].ON1C2C=CC=CC=2N=N1.Cl.C(N=C=NCCCN(C)C)C.C(=O)([O-])O.[Na+]>C(Cl)(Cl)Cl.C(N(CC)CC)C.C(Cl)Cl>[CH2:13]([O:15][C:16]1[CH:17]=[C:18]([CH:35]=[CH:36][CH:37]=1)[CH2:19][N:20]1[C:24]2=[N:25][CH:26]=[N:27][C:28]([N:29]3[CH2:30][CH2:31][N:32]([C:6](=[O:8])[C:5]4[CH:4]=[CH:3][C:2]([OH:1])=[CH:10][CH:9]=4)[CH2:33][CH2:34]3)=[C:23]2[CH:22]=[N:21]1)[CH3:14] |f:1.2.3,5.6,7.8|. Reported procedure: To 4-hydroxybenzoic acid (1.06 g) is added successively methylene chloride (30 mL), 1-(3-ethoxybenzyl)-4-piperazin-1-yl-1H-pyrazolo[3,4-d]pyrimidine dihydrochloride (3.02 g), 1-hydroxybenzotriazole (1.25 g), triethylamine (3.7 mL) and 1-ethyl-3-(3-dimethylaminopropyl)carbodiimide hydrochloride (1.78 g). The mixture is stirred at room temperature for 17 hours. The reaction mixture is diluted with chloroform and thereto is added a saturated sodium hydrogencarbonate solution. After stirring, the or...